Dataset: the Open Reaction Database (ORD), a public repository of structured organic reaction records. Task: describe an organic reaction: reactants, conditions, products, and yield Starting materials: CC1(CCN(CC1)C(=O)OC(C)(C)C)C(=O)OCC (1-tert-butyl 4-ethyl 4-methylpiperidine-1,4-dicarboxylate). Run in Cl (HCl), O1CCOCC1 (dioxane). Yields the product CC1(CCNCC1)C(=O)OCC (ethyl 4-methylpiperidine-4-carboxylate). Reaction SMILES: [CH3:1][C:2]1([C:15]([O:17][CH2:18][CH3:19])=[O:16])[CH2:7][CH2:6][N:5](C(OC(C)(C)C)=O)[CH2:4][CH2:3]1>Cl.O1CCOCC1>[CH3:1][C:2]1([C:15]([O:17][CH2:18][CH3:19])=[O:16])[CH2:7][CH2:6][NH:5][CH2:4][CH2:3]1. Procedure: A solution of Example 532B (2.1 g, 8.0 mmol) in 4M HCl in dioxane (10 mL) at room temperature was stirred for 3 hours and concentrated to provide the desired product. MS (DCI) mne 171 (M+H)+. Starting materials: CC(C)(C)OC(=O)N1C2CCCC1CNC2, O=[N+]([O-])c1ccc2nc(Cl)ccc2c1. Product: CC(C)(C)OC(=O)N1C2CCCC1CN(c1ccc3cc([N+](=O)[O-])ccc3n1)C2. As a reaction SMILES: [C:15]([CH3:16])([CH3:17])([CH3:18])[O:19][C:20](=[O:21])[N:22]1[CH:23]2[CH2:24][NH:25][CH2:26][CH:27]1[CH2:28][CH2:29][CH2:30]2.[Cl:1][c:2]1[n:3][c:4]2[cH:5][cH:6][c:7]([N+:12](=[O:13])[O-:14])[cH:8][c:9]2[cH:10][cH:11]1>>[c:2]1([N:25]2[CH2:24][CH:23]3[N:22]([C:20]([O:19][C:15]([CH3:16])([CH3:17])[CH3:18])=[O:21])[CH:27]([CH2:26]2)[CH2:28][CH2:29][CH2:30]3)[n:3][c:4]2[cH:5][cH:6][c:7]([N+:12](=[O:13])[O-:14])[cH:8][c:9]2[cH:10][cH:11]1. Starting materials: ClCCCCCBr, O=C([O-])[O-], CCOC(C)=O, CC#N, [K+], [K+], N#Cc1ccc(O)cc1. Product: N#Cc1ccc(OCCCCCCl)cc1. As a reaction SMILES: [Br:19][CH2:20][CH2:21][CH2:22][CH2:23][CH2:24][Cl:25].[C:13](=[O:14])([O-:15])[O-:16].[CH2:26]([O:27][C:28](=[O:29])[CH3:30])[CH3:31].[CH3:10][C:11]#[N:12].[K+:17].[K+:18].[OH:1][c:2]1[cH:3][cH:4][c:5]([C:6]#[N:7])[cH:8][cH:9]1>>[O:1]([c:2]1[cH:3][cH:4][c:5]([C:6]#[N:7])[cH:8][cH:9]1)[CH2:20][CH2:21][CH2:22][CH2:23][CH2:24][Cl:25]. The reactants are O=C([O-])[O-], COC(=O)Cc1c(C)nc(C)nc1Cl, CN(C)C=O, O=c1ccn(Cc2c(Cl)cccc2Cl)[nH]1, [K+], [K+], O. The product is COC(=O)Cc1c(C)nc(C)nc1Oc1ccn(Cc2c(Cl)cccc2Cl)n1. As a reaction SMILES: [C:30](=[O:31])([O-:32])[O-:33].[CH3:1][c:2]1[n:3][c:4]([Cl:14])[c:5]([CH2:9][C:10](=[O:11])[O:12][CH3:13])[c:6]([CH3:8])[n:7]1.[CH3:37][N:38]([CH3:39])[CH:40]=[O:41].[Cl:15][c:16]1[c:17]([CH2:18][n:19]2[nH:20][c:21](=[O:24])[cH:22][cH:23]2)[c:25]([Cl:29])[cH:26][cH:27][cH:28]1.[K+:34].[K+:35].[OH2:36]>>[CH3:1][c:2]1[n:3][c:4]([O:24][c:21]2[n:20][n:19]([CH2:18][c:17]3[c:16]([Cl:15])[cH:28][cH:27][cH:26][c:25]3[Cl:29])[cH:23][cH:22]2)[c:5]([CH2:9][C:10](=[O:11])[O:12][CH3:13])[c:6]([CH3:8])[n:7]1. Reactants: CCOC(OCC)OCC, CCCCCC, Nc1nnn[nH]1. Yields the product CCOC=Nc1nnn[nH]1. RXN SMILES: [CH2:7]([CH3:8])[O:9][CH:10]([O:11][CH2:12][CH3:13])[O:14][CH2:15][CH3:16].[CH3:17][CH2:18][CH2:19][CH2:20][CH2:21][CH3:22].[NH2:1][c:2]1[n:3][n:4][n:5][nH:6]1>>[N:1]([c:2]1[n:3][n:4][n:5][nH:6]1)=[CH:10][O:9][CH2:7][CH3:8].